The task is: describe an organic reaction: reactants, conditions, products, and yield. This data is from the Open Reaction Database (ORD), a public repository of structured organic reaction records. Starting materials: N=1N=NN2C1C=CC(=C2)[C@H]2OC2 ((R)-2-(tetrazolo[1,5-a]pyrid-6-yl)oxirane), C1(CCCC1)N (cyclopentyl amine). Run in C(C)O (ethanol). Yields the product C1(CCCC1)NC[C@H](O)C=1C=CC=2N(C1)N=NN2 ((R)-α-[[(Cyclopentyl)amino]methyl]tetrazolo[1,5-a]pyridine 6-methanol). Yield: 75.4%. As a reaction SMILES: [N:1]1[N:2]=[N:3][N:4]2[CH:9]=[C:8]([C@@H:10]3[CH2:12][O:11]3)[CH:7]=[CH:6][C:5]=12.[CH:13]1([NH2:18])[CH2:17][CH2:16][CH2:15][CH2:14]1>C(O)C>[CH:13]1([NH:18][CH2:12][C@@H:10]([C:8]2[CH:7]=[CH:6][C:5]3[N:4]([N:3]=[N:2][N:1]=3)[CH:9]=2)[OH:11])[CH2:17][CH2:16][CH2:15][CH2:14]1. Procedure: A solution of 250 mg (1.54 mmol) of (R)-2-(tetrazolo[1,5-a]pyrid-6-yl)oxirane and 0.751 ml (7.61 mmol) of cyclopentyl amine in 0.6 ml of absolute ethanol was heated at 100° C. for 3 hours in a sealed reaction tube. The reaction mixture was concentrated to dryness and the residue (375 mg) purified by preparative Tlc on silica gel (90:10:2 ethyl acetate: methanol:triethylamine) to give 287 mg of pure product. Reactants: O1CCOC12CCNCC2 (1,4-dioxa-8-azaspiro[4.5]decane), CC(C)(C)[O-].[Na+] (sodium 2-methylpropan-2-olate), BrC1=CC=CC=C1 (bromobenzene), C1(=CC=CC=C1)C (toluene). Reagents/catalysts: [Pd].[Pd].C(C1=CC=CC=C1)=CC(=O)C=CC1=CC=CC=C1.C(C1=CC=CC=C1)=CC(=O)C=CC1=CC=CC=C1.C(C1=CC=CC=C1)=CC(=O)C=CC1=CC=CC=C1 (tris(dibenzylideneacetone) dipalladium(0)), C1(=C(C=CC2=CC=CC=C12)P(C1=CC=CC=C1)C1=CC=CC=C1)C1=C(C=CC2=CC=CC=C12)P(C1=CC=CC=C1)C1=CC=CC=C1 (1,1′-binaphthalene-2,2′-diylbis(diphenylphosphane)). Run in O (Water). Reaction conditions: temperature 110 celsius, time 5 hour. The product is C1(=CC=CC=C1)N1CCC2(OCCO2)CC1 (8-phenyl-1,4-dioxa-8-azaspiro[4.5]decane). Isolated yield 99.4%. Reaction SMILES: [O:1]1[C:5]2([CH2:10][CH2:9][NH:8][CH2:7][CH2:6]2)[O:4][CH2:3][CH2:2]1.CC([O-])(C)C.[Na+].Br[C:18]1[CH:23]=[CH:22][CH:21]=[CH:20][CH:19]=1.C1(C)C=CC=CC=1>[Pd].[Pd].C(=CC(C=CC1C=CC=CC=1)=O)C1C=CC=CC=1.C(=CC(C=CC1C=CC=CC=1)=O)C1C=CC=CC=1.C(=CC(C=CC1C=CC=CC=1)=O)C1C=CC=CC=1.C1(C2C3C(=CC=CC=3)C=CC=2P(C2C=CC=CC=2)C2C=CC=CC=2)C2C(=CC=CC=2)C=CC=1P(C1C=CC=CC=1)C1C=CC=CC=1.O>[C:18]1([N:8]2[CH2:9][CH2:10][C:5]3([O:4][CH2:3][CH2:2][O:1]3)[CH2:6][CH2:7]2)[CH:23]=[CH:22][CH:21]=[CH:20][CH:19]=1 |f:1.2,5.6.7.8.9|. Procedure: A mixture of 1,4-dioxa-8-azaspiro[4.5]decane (0.65 mL, 5.0 mmol), 1,1′-binaphthalene-2,2′-diylbis(diphenylphosphane) (255 mg, 0.375 mmol), sodium 2-methylpropan-2-olate (1.44 g, 15 mmol), bromobenzene (0.684 mL, 6.5 mmol), tris(dibenzylideneacetone) dipalladium(0) (114 mg, 0.125 mmol) and toluene (15 mL) was stirred at 110° C. for 5 h under Ar atmosphere. Water was added to quench the reaction. The organic materials were extracted with EtOAc. The combined extracts were washed with brine, dried o... Starting materials: C1CCOC1, CCCOc1c(OCc2ccccc2)cc(C2CCC(c3cc(OC)c(OC)c(OC)c3)O2)cc1S(C)(=O)=O, [Li]CCCC, CC(=O)OC(C)=O, [Cl-], [NH4+], O. Product: CCCOc1c(OCc2ccccc2)cc(C2CCC(c3cc(OC)c(OC)c(OC)c3)O2)cc1S(=O)(=O)CC(C)=O. Reaction SMILES: [CH2:54]1[O:55][CH2:56][CH2:57][CH2:58]1.[CH3:1][S:2](=[O:3])(=[O:4])[c:5]1[cH:6][c:7]([CH:23]2[O:24][CH:25]([c:28]3[cH:29][c:30]([O:38][CH3:39])[c:31]([O:36][CH3:37])[c:32]([O:34][CH3:35])[cH:33]3)[CH2:26][CH2:27]2)[cH:8][c:9]([O:15][CH2:16][c:17]2[cH:18][cH:19][cH:20][cH:21][cH:22]2)[c:10]1[O:11][CH2:12][CH2:13][CH3:14].[CH3:40][CH2:41][CH2:42][CH2:43][Li:44].[CH3:45][C:46](=[O:47])[O:48][C:49](=[O:50])[CH3:51].[Cl-:52].[NH4+:53].[OH2:59]>>[CH2:1]([S:2](=[O:3])(=[O:4])[c:5]1[cH:6][c:7]([CH:23]2[O:24][CH:25]([c:28]3[cH:29][c:30]([O:38][CH3:39])[c:31]([O:36][CH3:37])[c:32]([O:34][CH3:35])[cH:33]3)[CH2:26][CH2:27]2)[cH:8][c:9]([O:15][CH2:16][c:17]2[cH:18][cH:19][cH:20][cH:21][cH:22]2)[c:10]1[O:11][CH2:12][CH2:13][CH3:14])[C:46]([CH3:45])=[O:47]. The reactants are N1CC(CCC1)CO (3-Piperidine methanol), ICCCCCC (1-iodohexane). Yields the product C(CCCCC)N1CC(CCC1)CO (1-Hexyl-3-Piperidine Methanol). The yield is 93.6%. Reaction SMILES: [NH:1]1[CH2:6][CH2:5][CH2:4][CH:3]([CH2:7][OH:8])[CH2:2]1.I[CH2:10][CH2:11][CH2:12][CH2:13][CH2:14][CH3:15]>>[CH2:10]([N:1]1[CH2:6][CH2:5][CH2:4][CH:3]([CH2:7][OH:8])[CH2:2]1)[CH2:11][CH2:12][CH2:13][CH2:14][CH3:15]. Procedure: 3-Piperidine methanol (2.30 g, 20 mmol) and 1-iodohexane (1.5 mL, 10 mmol) were converted to product by the procedure of Preparation 1 to yield 1.866 g (47%) of the title compound which was used without further purification. 1H NMR consistent with desired product.